Dataset: the Open Reaction Database (ORD), a public repository of structured organic reaction records. Task: describe an organic reaction: reactants, conditions, products, and yield The reactants are CC(=O)C1=CC=C(C=C1)Br (4-Bromoacetophenone), C(CO)O (ethylene glycol), B(F)(F)F (BF3). The solvent is C1=CC=CC=C1 (benzene). The product is CC1(OC=CO1)C1=CC=C(C=C1)Br (4-(2-Methyl-1,3-dioxol-2-yl)phenyl Bromide). Reaction SMILES: [CH3:1][C:2]([C:4]1[CH:9]=[CH:8][C:7]([Br:10])=[CH:6][CH:5]=1)=[O:3].[CH2:11](O)[CH2:12][OH:13].B(F)(F)F>C1C=CC=CC=1>[CH3:1][C:2]1([C:4]2[CH:9]=[CH:8][C:7]([Br:10])=[CH:6][CH:5]=2)[O:13][CH:12]=[CH:11][O:3]1. Procedure details: To 4-Bromoacetophenone (50.0 g., 0.25 mol) in 500 ml. benzene was added ethylene glycol (21.7 ml., 24.2 g., 0.39 mol) followed by BF3 etherate (3.69 ml., 4.26 g., 0.03 mol). The mixture was heated at reflux with a Dean-Stark trap, cooled, washed 1×350 ml. saturated NaHCO3, dried and stripped to yield title product as an oil which crystallized on standing 60.2 g., recrystallized from pentane (chilled in an acetone-dry ice bath) 43.6 g.; 1H-nmr 1.6 (s, 3H), 3.75 (m, 2H), 4.0 (m, 2H), 7.3 (d, 2H), ... As a reaction SMILES: [CH2:12]1[O:13][c:14]2[cH:15][cH:16][cH:17][cH:18][c:19]2[O:20]1.[CH:1](=[O:2])[c:3]1[cH:4][cH:5][c:6]2[c:10]([cH:11]1)[O:9][CH2:8][O:7]2.[Cl-:22].[Cl-:24].[ClH:21].[Zn+2:23]>>[CH2:1]([c:3]1[cH:4][cH:5][c:6]2[c:10]([cH:11]1)[O:9][CH2:8][O:7]2)[Cl:21]. Yields the product ClCc1ccc2c(c1)OCO2. Starting materials: c1ccc2c(c1)OCO2, O=Cc1ccc2c(c1)OCO2, [Cl-], [Cl-], Cl, [Zn+2]. Starting materials: C(#N)C1=CC(=C(CNC(C(C2=C(C=C(C=C2)OC)F)OCC)=O)C=C1)O ((RS)-N-(4-cyano-2-hydroxy-benzyl)-2-ethoxy-2-(2-fluoro-4-methoxy-phenyl)-acetamide), ClC1=NC=C(C=C1)[N+](=O)[O-] (2-chloro-5-nitropyridine), C([O-])([O-])=O.[Cs+].[Cs+] (cesium carbonate). The solvent is CS(=O)C (DMSO). Run at temperature 50 celsius, time 5 hour. Yields the product C(#N)C1=CC(=C(CNC(C(C2=C(C=C(C=C2)OC)F)OCC)=O)C=C1)OC1=NC=C(C=C1)[N+](=O)[O-] ((RS)-N-[4-cyano-2-(5-nitro-pyridin-2-yloxy)-benzyl]-2-ethoxy-2-(2-fluoro-4-methoxy-phenyl)-acetamide). RXN SMILES: [C:1]([C:3]1[CH:25]=[CH:24][C:6]([CH2:7][NH:8][C:9](=[O:23])[CH:10]([O:20][CH2:21][CH3:22])[C:11]2[CH:16]=[CH:15][C:14]([O:17][CH3:18])=[CH:13][C:12]=2[F:19])=[C:5]([OH:26])[CH:4]=1)#[N:2].Cl[C:28]1[CH:33]=[CH:32][C:31]([N+:34]([O-:36])=[O:35])=[CH:30][N:29]=1.C(=O)([O-])[O-].[Cs+].[Cs+]>CS(C)=O>[C:1]([C:3]1[CH:25]=[CH:24][C:6]([CH2:7][NH:8][C:9](=[O:23])[CH:10]([O:20][CH2:21][CH3:22])[C:11]2[CH:16]=[CH:15][C:14]([O:17][CH3:18])=[CH:13][C:12]=2[F:19])=[C:5]([O:26][C:28]2[CH:33]=[CH:32][C:31]([N+:34]([O-:36])=[O:35])=[CH:30][N:29]=2)[CH:4]=1)#[N:2] |f:2.3.4|. Procedure details: To a solution of (RS)-N-(4-cyano-2-hydroxy-benzyl)-2-ethoxy-2-(2-fluoro-4-methoxy-phenyl)-acetamide (310 mg) and 2-chloro-5-nitropyridine (205 mg) in DMSO (2 ml) was added cesium carbonate (423 mg). The mixture was stirred at 50° C. for 5 h. The solvent was evaporated, the residue was dissolved in EtOAc and washed with water (2×) and brine (1×). The organic phase was dried, filtered and concentrated. The product was purified by flash chromatography (cyclohexane/EtOAc 9:1=>4:6) to give (RS)-N-[4-... The reactants are [Al+3], COC(=O)Cc1cc(C(=O)O)ccc1OCC(C)C, CC(C)COc1cccc(OCC(C)C)c1, ClCCl, ClC(Cl)Cl, [Cl-], [Cl-], [Cl-], O=C(Cl)C(=O)Cl, O. Yields the product COC(=O)Cc1cc(C(=O)c2ccc(OCC(C)C)cc2OCC(C)C)ccc1OCC(C)C. As a reaction SMILES: [Al+3:27].[CH2:1]([CH:2]([CH3:3])[CH3:4])[O:5][c:6]1[c:7]([CH2:15][C:16](=[O:17])[O:18][CH3:19])[cH:8][c:9]([C:10](=[O:11])[OH:12])[cH:13][cH:14]1.[CH2:30]([CH:31]([CH3:32])[CH3:33])[O:34][c:35]1[cH:36][c:37]([O:41][CH2:42][CH:43]([CH3:44])[CH3:45])[cH:38][cH:39][cH:40]1.[CH2:46]([Cl:47])[Cl:48].[CH:50]([Cl:51])([Cl:52])[Cl:53].[Cl-:26].[Cl-:28].[Cl-:29].[Cl:20][C:21]([C:22]([Cl:23])=[O:24])=[O:25].[OH2:49]>>[CH2:1]([CH:2]([CH3:3])[CH3:4])[O:5][c:6]1[c:7]([CH2:15][C:16](=[O:17])[O:18][CH3:19])[cH:8][c:9]([C:10](=[O:12])[c:38]2[c:37]([O:41][CH2:42][CH:43]([CH3:44])[CH3:45])[cH:36][c:35]([O:34][CH2:30][CH:31]([CH3:32])[CH3:33])[cH:40][cH:39]2)[cH:13][cH:14]1. The reactants are O=C([O-])O, c1ccc(COc2cccc(OCC3CCNCC3)c2)cc1, CS(=O)(=O)Cl, CCN(C(C)C)C(C)C, ClC(Cl)Cl, Cl, [Na+]. The product is CS(=O)(=O)N1CCC(COc2cccc(OCc3ccccc3)c2)CC1. As a reaction SMILES: [C:38](=[O:39])([OH:40])[O-:41].[CH2:2]([c:3]1[cH:4][cH:5][cH:6][cH:7][cH:8]1)[O:9][c:10]1[cH:11][c:12]([O:13][CH2:14][CH:15]2[CH2:16][CH2:17][NH:18][CH2:19][CH2:20]2)[cH:21][cH:22][cH:23]1.[CH3:33][S:34]([Cl:35])(=[O:36])=[O:37].[CH:24]([N:25]([CH:26]([CH3:27])[CH3:28])[CH2:29][CH3:30])([CH3:31])[CH3:32].[CH:43]([Cl:44])([Cl:45])[Cl:46].[ClH:1].[Na+:42]>>[CH2:2]([c:3]1[cH:4][cH:5][cH:6][cH:7][cH:8]1)[O:9][c:10]1[cH:11][c:12]([O:13][CH2:14][CH:15]2[CH2:16][CH2:17][N:18]([S:34]([CH3:33])(=[O:36])=[O:37])[CH2:19][CH2:20]2)[cH:21][cH:22][cH:23]1. The reactants are OC[C@H](O)[C@@H](O)[C@H](O)[C@H](O)CO (sorbitol), C1(C(C(C(C(C1O)O)O)O)O)O (myo-inositol). The reagents and catalysts are OC[C@H](O)[C@@H](O)[C@H](O)[C@H](O)CO (D-sorbitol). Run at time 25 minute. Product: [C@H]1([C@H](C(=O)[C@H]([C@@H](C1O)O)O)O)O (myo-2-inosose). Isolated yield 835.5%. RXN SMILES: [OH:1][CH2:2][C@@H:3]([C@H:5]([C@@H:7]([C@@H:9]([CH2:11][OH:12])[OH:10])[OH:8])[OH:6])[OH:4].C1(O)C(O)C(O)C(O)C(O)C1O>OC[C@@H]([C@H]([C@@H]([C@@H](CO)O)O)O)O>[C@H:5]1([OH:6])[CH:3]([OH:4])[C@@H:2]([OH:1])[C@H:11]([OH:12])[C:9](=[O:10])[C@@H:7]1[OH:8]. Reported procedure: Angyal, S. J. et al. Carbohydr. Res. 76:121 (1979); Posternak, T., Biochem. Prep. 2:57 (1952). A solution containing sorbitol (1.0 g) and yeast extract (0.05 g) in 10 mL distilled, deionized water was autoclaved for 25 min and cooled to room temperature. After inoculation with Gluconobacter oxydans ATCC 621 the culture was incubated in an orbital shaker at 200 rpm for 24, h at 30° C. This G. oxydans culture was subsequently added to a second sterile solution containing myo-inositol (12.0 g, 66.7... The reactants are CC(=O)Oc1c2n(c(=O)n(C(C)C)c1=O)C(CCN(C)Cc1ccccc1)CN(Cc1ccc(F)cc1)C2=O, CO, Cl. Product: CNCCC1CN(Cc2ccc(F)cc2)C(=O)c2c(OC(C)=O)c(=O)n(C(C)C)c(=O)n21, Cl. As a reaction SMILES: [C:1]([CH3:2])(=[O:3])[O:4][c:5]1[c:6]2[n:7]([c:8](=[O:15])[n:9]([CH:12]([CH3:13])[CH3:14])[c:10]1=[O:11])[CH:16]([CH2:29][CH2:30][N:31]([CH3:32])[CH2:33][c:34]1[cH:35][cH:36][cH:37][cH:38][cH:39]1)[CH2:17][N:18]([CH2:21][c:22]1[cH:23][cH:24][c:25]([F:28])[cH:26][cH:27]1)[C:19]2=[O:20].[CH3:41][OH:42].[ClH:40]>>[C:1]([CH3:2])(=[O:3])[O:4][c:5]1[c:6]2[n:7]([c:8](=[O:15])[n:9]([CH:12]([CH3:13])[CH3:14])[c:10]1=[O:11])[CH:16]([CH2:29][CH2:30][NH:31][CH3:32])[CH2:17][N:18]([CH2:21][c:22]1[cH:23][cH:24][c:25]([F:28])[cH:26][cH:27]1)[C:19]2=[O:20].[ClH:40]. Starting materials: C(#N)[BH3-].[Na+] (Sodium cyanoborohydride), FC(C(=O)O)(F)F.CC1=CC=C(S1)C(=O)N1CCOC2(C1)CCNCC2 ((5-Methylthiophen-2-yl)(1-oxa-4,9-diazaspiro[5.5]undecan-4-yl)methanone trifluoroacetate), FC1=C(C=O)C=C(C=C1F)CCO (2,3-Difluoro-5-(2-hydroxyethyl)benzaldehyde), C(C)(=O)O (acetic acid). Solvent: CO (methanol). Conditions: time 30 minute. The product is FC1=C(CN2CCC3(CN(CCO3)C(=O)C=3SC(=CC3)C)CC2)C=C(C=C1F)CCO ((9-(2,3-Difluoro-5-(2-hydroxyethyl)benzyl)-1-oxa-4,9-diazaspiro[5.5]undecan-4-yl)(5-methylthiophen-2-yl)methanone). As a reaction SMILES: FC(F)(F)C(O)=O.[CH3:8][C:9]1[S:13][C:12]([C:14]([N:16]2[CH2:21][C:20]3([CH2:26][CH2:25][NH:24][CH2:23][CH2:22]3)[O:19][CH2:18][CH2:17]2)=[O:15])=[CH:11][CH:10]=1.[F:27][C:28]1[C:35]([F:36])=[CH:34][C:33]([CH2:37][CH2:38][OH:39])=[CH:32][C:29]=1[CH:30]=O.C(O)(=O)C.C([BH3-])#N.[Na+]>CO>[F:27][C:28]1[C:35]([F:36])=[CH:34][C:33]([CH2:37][CH2:38][OH:39])=[CH:32][C:29]=1[CH2:30][N:24]1[CH2:25][CH2:26][C:20]2([O:19][CH2:18][CH2:17][N:16]([C:14]([C:12]3[S:13][C:9]([CH3:8])=[CH:10][CH:11]=3)=[O:15])[CH2:21]2)[CH2:22][CH2:23]1 |f:0.1,4.5|. Procedure: (5-Methylthiophen-2-yl)(1-oxa-4,9-diazaspiro[5.5]undecan-4-yl)methanone trifluoroacetate (example 9, step b) (0.53 g) was added to a solution of 2,3-difluoro-5-(2-hydroxyethyl)benzaldehyde (example 32, step b) (0.25 g) and acetic acid (0.08 mL) in methanol (5 mL). The reaction was stirred for 30 min and cooled in an ice bath. Sodium cyanoborohydride (0.13 g) was then added, the mixture allowed to warm to RT and stirred for 18 h. The reaction was concentrated in vacuo. Purification was by silica ... Run at time 4 hour. Reactants: C(=O)[C@@H](CCSC)NC(OC(C)(C)C)=O (tert-butyl (1R)-1-formyl-3-(methylsulfanyl)propylcarbamate), S([O-])(O)=O.[Na+] (sodium bisulfite), [C-]#N.[K+] (potassium cyanide), C(C)(=O)OCC (ethyl acetate). Reported procedure: A solution of Example 1B (9.00 g, 38.5 mmol) and sodium bisulfite (3.80 g, 36.6 mmol) in water (200 mL) was stirred at 5° C. for 72 hours, warmed to ambient temperature, treated with a mixture of potassium cyanide (2.51 g, 38.6 mmol) in ethyl acetate (250 mL), and stirred for 4 hours. The separated ethyl acetate layer was washed sequentially with water and brine, dried (MgSO4), filtered, and concentrated. The concentrate was dissolved in dioxane (75 mL) and 12M HCl (75 mL), heated to reflux for ... Yields the product N[C@@H](C(C(=O)O)O)CCSC ((2RS,3R)-3-amino-2-hydroxy-5-(methylsulfanyl)pentanoic acid). Solvent: O (water). As a reaction SMILES: [CH:1]([C@H:3]([NH:8]C(=O)OC(C)(C)C)[CH2:4][CH2:5][S:6][CH3:7])=[O:2].S(=O)(O)[O-].[Na+].[C-]#N.[K+].[C:24]([O:27]CC)(=[O:26])C>O>[NH2:8][C@H:3]([CH2:4][CH2:5][S:6][CH3:7])[CH:1]([OH:2])[C:24]([OH:27])=[O:26] |f:1.2,3.4|.